Dataset: the Open Reaction Database (ORD), a public repository of structured organic reaction records. Task: describe an organic reaction: reactants, conditions, products, and yield The reactants are C=CCCCCCCC(CCCCC(F)(F)C(F)(F)F)(C(=O)OCC)C(=O)OCC, CS(C)=O, [Cl-], [Li+], O. Product: C=CCCCCCCC(CCCCC(F)(F)C(F)(F)F)C(=O)OCC. As a reaction SMILES: [CH2:4]([CH2:5][CH2:6][CH2:7][CH2:8][CH2:9][CH:10]=[CH2:11])[C:12]([C:13](=[O:14])[O:15][CH2:16][CH3:17])([C:18]([O:19][CH2:20][CH3:21])=[O:22])[CH2:23][CH2:24][CH2:25][CH2:26][C:27]([C:28]([F:29])([F:30])[F:31])([F:32])[F:33].[CH3:34][S:35](=[O:36])[CH3:37].[Cl-:2].[Li+:1].[OH2:3]>>[CH2:4]([CH2:5][CH2:6][CH2:7][CH2:8][CH2:9][CH:10]=[CH2:11])[CH:12]([C:13](=[O:14])[O:15][CH2:16][CH3:17])[CH2:23][CH2:24][CH2:25][CH2:26][C:27]([C:28]([F:29])([F:30])[F:31])([F:32])[F:33]. Reactants: OC1=C(C=O)C=C(C=C1)C1=CC=2C(CCC(C2C=C1C)(C)C)(C)C (2-hydroxy-5-(3,5,5,8,8-pentamethyl-5,6,7,8-tetrahydro-2-naphthyl) benzaldehyde), IC (iodomethane). Yields the product COC1=C(C=O)C=C(C=C1)C1=CC=2C(CCC(C2C=C1C)(C)C)(C)C (2-Methoxy-5-(3,5,5,8,8-pentamethyl-5,6,7,8-tetrahydro-2-naphthyl) benzaldehyde). Yield: 80.5%. RXN SMILES: [OH:1][C:2]1[CH:9]=[CH:8][C:7]([C:10]2[C:19]([CH3:20])=[CH:18][C:17]3[C:16]([CH3:22])([CH3:21])[CH2:15][CH2:14][C:13]([CH3:24])([CH3:23])[C:12]=3[CH:11]=2)=[CH:6][C:3]=1[CH:4]=[O:5].I[CH3:26]>>[CH3:26][O:1][C:2]1[CH:9]=[CH:8][C:7]([C:10]2[C:19]([CH3:20])=[CH:18][C:17]3[C:16]([CH3:22])([CH3:21])[CH2:15][CH2:14][C:13]([CH3:24])([CH3:23])[C:12]=3[CH:11]=2)=[CH:6][C:3]=1[CH:4]=[O:5]. Procedure details: In a similar manner to Example 10(b), by reaction of 2 g (6.2 mmol) of 2-hydroxy-5-(3,5,5,8,8-pentamethyl-5,6,7,8-tetrahydro-2-naphthyl) benzaldehyde with 425 μl (6.8 mmol) of iodomethane, 1.68 g (88%) of the expected product are obtained. The reactants are CCO, CC(C)[Si](OCc1ccc(C(CN2C(=O)c3ccccc3C2=O)C(=O)Nc2ccc3cnccc3c2)cc1)(C(C)C)C(C)C. Yields the product CC(C)[Si](OCc1ccc(C(CN)C(=O)Nc2ccc3cnccc3c2)cc1)(C(C)C)C(C)C. As a reaction SMILES: [CH3:45][CH2:46][OH:47].[O:1]=[C:2]1[N:3]([CH2:12][CH:13]([C:14](=[O:15])[NH:16][c:17]2[cH:18][c:19]3[cH:20][cH:21][n:22][cH:23][c:24]3[cH:25][cH:26]2)[c:27]2[cH:28][cH:29][c:30]([CH2:33][O:34][Si:35]([CH:36]([CH3:37])[CH3:38])([CH:39]([CH3:40])[CH3:41])[CH:42]([CH3:43])[CH3:44])[cH:31][cH:32]2)[C:10](=[O:11])[c:5]2[c:4]1[cH:9][cH:8][cH:7][cH:6]2>>[NH2:3][CH2:12][CH:13]([C:14](=[O:15])[NH:16][c:17]1[cH:18][c:19]2[cH:20][cH:21][n:22][cH:23][c:24]2[cH:25][cH:26]1)[c:27]1[cH:28][cH:29][c:30]([CH2:33][O:34][Si:35]([CH:36]([CH3:37])[CH3:38])([CH:39]([CH3:40])[CH3:41])[CH:42]([CH3:43])[CH3:44])[cH:31][cH:32]1. Starting materials: BrC1=CC2=C(C3CC(C4=C2N=C(S4)C(=O)N)C3)C=C1 (9-bromo-5,6-dihydro-4H-4,6-methanobenzo[6,7]cyclohepta[1,2-d]thiazole-2-carboxamide), CC1=CC(=NO1)[C@@](C)(C#C)O ((2R)-2-(5-methyl-1,2-oxazol-3-yl)but-3-yn-2-ol). The product is O[C@@](C#CC1=CC2=C(C3CC(C4=C2N=C(S4)C(=O)N)C3)C=C1)(C)C1=NOC(=C1)C ((R)-9-(3-hydroxy-3-(5-methylisoxazol-3-yl)but-1-yn-1-yl)-5,6-dihydro-4H-4,6-methanobenzo[6,7]cyclohepta[1,2-d]thiazole-2-carboxamide). Yield: 58.0%. As a reaction SMILES: Br[C:2]1[CH:19]=[CH:18][C:5]2[CH:6]3[CH2:17][CH:8]([C:9]4[S:13][C:12]([C:14]([NH2:16])=[O:15])=[N:11][C:10]=4[C:4]=2[CH:3]=1)[CH2:7]3.[CH3:20][C:21]1[O:25][N:24]=[C:23]([C@:26]([OH:30])([C:28]#[CH:29])[CH3:27])[CH:22]=1>>[OH:30][C@:26]([C:23]1[CH:22]=[C:21]([CH3:20])[O:25][N:24]=1)([CH3:27])[C:28]#[C:29][C:2]1[CH:19]=[CH:18][C:5]2[CH:6]3[CH2:17][CH:8]([C:9]4[S:13][C:12]([C:14]([NH2:16])=[O:15])=[N:11][C:10]=4[C:4]=2[CH:3]=1)[CH2:7]3. Procedure: Similar to as described in General Procedure G, 9-bromo-5,6-dihydro-4H-4,6-methanobenzo[6,7]cyclohepta[1,2-d]thiazole-2-carboxamide was reacted with (2R)-2-(5-methyl-1,2-oxazol-3-yl)but-3-yn-2-ol to give the titled compound as a colorless solid (14.3 mg, 58%).